The task is: describe an organic reaction: reactants, conditions, products, and yield. This data is from the Open Reaction Database (ORD), a public repository of structured organic reaction records. The reactants are [N+](=O)([O-])C1=CC=C(C#N)C=C1 (p-nitrobenzonitrile), C(C)O (ethanol), Cl.NO (hydroxylamine HCl), C(=O)([O-])[O-].[K+].[K+] (K2CO3). The solvent is O (water), O (water). The product is [N+](=O)([O-])C1=CC=C(C(N)=NO)C=C1 (p-Nitrobenzamidoxime). Reaction SMILES: [N+:1]([C:4]1[CH:11]=[CH:10][C:7]([C:8]#[N:9])=[CH:6][CH:5]=1)([O-:3])=[O:2].Cl.[NH2:13][OH:14].C([O-])([O-])=O.[K+].[K+].C(O)C>O>[N+:1]([C:4]1[CH:5]=[CH:6][C:7]([C:8](=[N:13][OH:14])[NH2:9])=[CH:10][CH:11]=1)([O-:3])=[O:2] |f:1.2,3.4.5|. Procedure: A solution of 29.6 g. (0.20 mole) of p-nitrobenzonitrile, 13.9 g. (0.20 mole) of hydroxylamine HCl, 13.8 g. (0.10 mole) of K2CO3 in 700 ml. of ethanol and 70 ml. of water is refluxed for 20 hours, cooled and diluted with 200 ml. of water. After removal of the ethanol by distillation in vacuo, the product is collected by filtration, washed with water and dried to yield 21.6 g. (60%). Reaction SMILES: [C:1]([c:2]1[cH:3][n:4][cH:5][cH:6][cH:7]1)(=[O:8])[NH:9][CH2:10][CH2:11][c:12]1[cH:13][c:14]([OH:15])[c:16]([OH:17])[cH:18][cH:19]1.[CH3:20][I:21].[CH3:22][O:23][c:24]1[cH:25][c:26]([CH2:31][CH2:32][NH2:33])[cH:27][cH:28][c:29]1[OH:30].[CH3:34][OH:35]>>[C:1]([c:2]1[cH:3][n:4][cH:5][cH:6][cH:7]1)(=[O:8])[NH:9][CH2:10][CH2:11][c:12]1[cH:13][c:14]([O:15][CH3:22])[c:16]([OH:17])[cH:18][cH:19]1. Reactants: O=C(NCCc1ccc(O)c(O)c1)c1cccnc1, CI, COc1cc(CCN)ccc1O, CO. Product: COc1cc(CCNC(=O)c2cccnc2)ccc1O. The reactants are II (Iodine), CC1=CC=C(C=N1)OCC#C (6-methyl-3-(2-propynyloxy)pyridine), CO (methanol), [OH-].[Na+] (sodium hydroxide). Solvent: O (water). Reaction conditions: time 30 minute. Product: IC#CCOC=1C=NC(=CC1)C (3-(3-iodo-2-propynyloxy)-6-methylpyridine). Isolated yield 83.2%. RXN SMILES: [CH3:1][C:2]1[N:7]=[CH:6][C:5]([O:8][CH2:9][C:10]#[CH:11])=[CH:4][CH:3]=1.CO.[OH-].[Na+].[I:16]I>O>[I:16][C:11]#[C:10][CH2:9][O:8][C:5]1[CH:6]=[N:7][C:2]([CH3:1])=[CH:3][CH:4]=1 |f:2.3|. Reported procedure: A solution of 160 g (1.10 moles) 6-methyl-3-(2-propynyloxy)pyridine and 2000 ml methanol was cooled to 0° C. and 750 g 25% sodium hydroxide solution was slowly added. Iodine (362 g, 1.4 moles) was added portionwise and the resulting suspension stirred at 0°-10° C. for an additional 30 min. The reaction mixture was then poured into 4000 ml water and the solids filtered to give 250 g 3-(3-iodo-2-propynyloxy)-6-methylpyridine. Yield=90% Recrystallization from methanol gave analytically pure materia...